This data is from the Open Reaction Database (ORD), a public repository of structured organic reaction records. The task is: describe an organic reaction: reactants, conditions, products, and yield Reaction conditions: time 24 hour. Reaction SMILES: [NH2:1][C:2]1[CH:7]=[CH:6][C:5]([CH:8]2[C:17]([CH3:19])([CH3:18])[CH2:16][C:15]3[C:10](=[CH:11][CH:12]=[C:13]([C:20]([OH:22])=[O:21])[CH:14]=3)[NH:9]2)=[CH:4][CH:3]=1.[C:23]1([S:29](Cl)(=[O:31])=[O:30])[CH:28]=[CH:27][CH:26]=[CH:25][CH:24]=1>N1C=CC=CC=1>[CH3:19][C:17]1([CH3:18])[CH2:16][C:15]2[C:10](=[CH:11][CH:12]=[C:13]([C:20]([OH:22])=[O:21])[CH:14]=2)[NH:9][CH:8]1[C:5]1[CH:4]=[CH:3][C:2]([NH:1][S:29]([C:23]2[CH:28]=[CH:27][CH:26]=[CH:25][CH:24]=2)(=[O:31])=[O:30])=[CH:7][CH:6]=1. Starting materials: NC1=CC=C(C=C1)C1NC2=CC=C(C=C2CC1(C)C)C(=O)O (2-(4-aminophenyl)-3,3-dimethyl-1,2,3,4-tetrahydroquinoline-6-carboxylic acid), C1(=CC=CC=C1)S(=O)(=O)Cl (benzenesulfonyl chloride), resultant mixture. Yields the product CC1(C(NC2=CC=C(C=C2C1)C(=O)O)C1=CC=C(C=C1)NS(=O)(=O)C1=CC=CC=C1)C (3,3-dimethyl-2-(4-(phenylsulfonamido)phenyl)-1,2,3,4-tetrahydroquinoline-6-carboxylic acid). Run in N1=CC=CC=C1 (pyridine). Yield: 54.6%. Procedure: To a solution of 2-(4-aminophenyl)-3,3-dimethyl-1,2,3,4-tetrahydroquinoline-6-carboxylic acid (100 mg, 0.34 mmol) in pyridine (5 mL) was added benzenesulfonyl chloride (0.05 mL, 0.38 mmol) via syringe with ice cooling. Upon completion of the addition, the resultant mixture was allowed to warm back to room temperature and stir for 24 h. LC-MS showed the reaction was complete. Pyridine was removed in vacuo and the residue was purified by preparative thin layer chromatography to afford 81 mg of 3,3...